describe an organic reaction: reactants, conditions, products, and yield From a dataset of the Open Reaction Database (ORD), a public repository of structured organic reaction records. The reactants are C(C)N1C(=O)N(C=2N=CNC2C1=O)CC (1,3-diethylxanthine), C([O-])([O-])=O.[K+].[K+] (potassium carbonate), ClC1=CC=C(C(=O)C2=CC=C(CBr)C=C2)C=C1 (4-(4-chlorobenzoyl)benzyl bromide). The yield is 54.5%. Run in CN(C)C=O (DMF), O (water). Run at time 17 hour. RXN SMILES: [CH2:1]([N:3]1[C:12](=[O:13])[C:11]2[NH:10][CH:9]=[N:8][C:7]=2[N:6]([CH2:14][CH3:15])[C:4]1=[O:5])[CH3:2].C(=O)([O-])[O-].[K+].[K+].[Cl:22][C:23]1[CH:38]=[CH:37][C:26]([C:27]([C:29]2[CH:36]=[CH:35][C:32]([CH2:33]Br)=[CH:31][CH:30]=2)=[O:28])=[CH:25][CH:24]=1>CN(C=O)C.O>[Cl:22][C:23]1[CH:24]=[CH:25][C:26]([C:27]([C:29]2[CH:36]=[CH:35][C:32]([CH2:33][N:10]3[C:11]4[C:12](=[O:13])[N:3]([CH2:1][CH3:2])[C:4](=[O:5])[N:6]([CH2:14][CH3:15])[C:7]=4[N:8]=[CH:9]3)=[CH:31][CH:30]=2)=[O:28])=[CH:37][CH:38]=1 |f:1.2.3|. Yields the product ClC1=CC=C(C(=O)C2=CC=C(CN3C=NC=4N(C(N(C(C34)=O)CC)=O)CC)C=C2)C=C1 (7-[4-(4-Chlorobenzoyl)benzyl]-1,3-diethylxanthine). Procedure: To a solution of 1,3-diethylxanthine (190 mg), a synthetic process for which is described in Journal of American Chemical Society, 75, 114 (1953), in DMF (5 ml) were added potassium carbonate (189 mg) and 4-(4-chlorobenzoyl)benzyl bromide (282 mg) and the mixture was stirred at room temperature for 17 hours. This reaction mixture was diluted with water and extracted with ethyl acetate. The extract was washed with saturated aqueous NaCl solution and dried over anhydrous sodium sulfate and the sol...